Dataset: the Open Reaction Database (ORD), a public repository of structured organic reaction records. Task: describe an organic reaction: reactants, conditions, products, and yield The reactants are COCCOC (1,2-dimethoxyethane), BrC1=CC=C2CC[C@@]3(N=C(OCC3(F)F)N)C2=C1 ((R)-6-bromo-5′,5′-difluoro-2,3,5′,6′-tetrahydrospiro[indene-1,4′-[1,3]oxazin]-2′-amine), C(#N)C=1C=C(C=NC1)B(O)O (5-cyanopyridin-3-ylboronic acid). Run in O (water). Product: NC=1OCC([C@@]2(N1)CCC1=CC=C(C=C12)C=1C=NC=C(C#N)C1)(F)F ((R)-5-(2′-Amino-5′,5′-difluoro-2,3,5′,6′-tetrahydrospiro[indene-1,4′-[1,3]oxazine]-6-yl)nicotinonitrile). RXN SMILES: Br[C:2]1[CH:18]=[C:17]2[C:5]([CH2:6][CH2:7][C@@:8]32[C:13]([F:15])([F:14])[CH2:12][O:11][C:10]([NH2:16])=[N:9]3)=[CH:4][CH:3]=1.[C:19]([C:21]1[CH:22]=[C:23](B(O)O)[CH:24]=[N:25][CH:26]=1)#[N:20].COCCOC>O>[NH2:16][C:10]1[O:11][CH2:12][C:13]([F:15])([F:14])[C@@:8]2([C:17]3[C:5](=[CH:4][CH:3]=[C:2]([C:23]4[CH:24]=[N:25][CH:26]=[C:21]([CH:22]=4)[C:19]#[N:20])[CH:18]=3)[CH2:6][CH2:7]2)[N:9]=1. Procedure: In a manner analogous to that described in Example 1, the cross-coupling reaction of (R)-6-bromo-5′,5′-difluoro-2,3,5′,6′-tetrahydrospiro[indene-1,4′-[1,3]oxazin]-2′-amine (intermediate A6.5) with 5-cyanopyridin-3-ylboronic acid in a 3:1-mixture of 1,2-dimethoxyethane and water as the solvent yielded the title compound as an off-white solid. The reactants are CCN=C=NCCCN(C)C, CC(C)=NO, CN(C)C=O, Cn1c(C(F)(F)F)cc(=O)n(-c2cc(Oc3cccnc3OCC(=O)O)c(Cl)cc2F)c1=O, Cl, O. Yields the product CC(C)=NOC(=O)COc1ncccc1Oc1cc(-n2c(=O)cc(C(F)(F)F)n(C)c2=O)c(F)cc1Cl. Reaction SMILES: [CH3:2][N:3]([CH3:4])[CH2:5][CH2:6][CH2:7][N:8]=[C:9]=[N:10][CH2:11][CH3:12].[CH3:46][C:47]([CH3:48])=[N:49][OH:50].[CH3:51][N:52]([CH3:53])[CH:54]=[O:55].[Cl:13][c:14]1[c:15]([O:16][c:17]2[c:18]([O:23][CH2:24][C:25](=[O:26])[OH:27])[n:19][cH:20][cH:21][cH:22]2)[cH:28][c:29](-[n:33]2[c:34](=[O:45])[n:35]([CH3:44])[c:36]([C:40]([F:41])([F:42])[F:43])[cH:37][c:38]2=[O:39])[c:30]([F:32])[cH:31]1.[ClH:1].[OH2:56]>>[Cl:13][c:14]1[c:15]([O:16][c:17]2[c:18]([O:23][CH2:24][C:25](=[O:26])[O:27][N:49]=[C:47]([CH3:46])[CH3:48])[n:19][cH:20][cH:21][cH:22]2)[cH:28][c:29](-[n:33]2[c:34](=[O:45])[n:35]([CH3:44])[c:36]([C:40]([F:41])([F:42])[F:43])[cH:37][c:38]2=[O:39])[c:30]([F:32])[cH:31]1.